Dataset: the Open Reaction Database (ORD), a public repository of structured organic reaction records. Task: describe an organic reaction: reactants, conditions, products, and yield Reactants: C(=O)(OC(C)(C)C)COC1=C(C=CC(=C1)OC)C1C(C(C2=CC=C(C=C12)OCCC)C1=CC2=C(C=C1)OCO2)CC#N (3-(2-Carbo-t-butoxymethoxy-4-methoxyphenyl)-2-cyanomethyl-1-(3,4-methylenedioxyphenyl)-5-propoxyindane), C(=O)(C(F)(F)F)O (TFA). Run in C(Cl)Cl (methylene chloride). The product is C(=O)(O)COC1=C(C=CC(=C1)OC)C1C(C(C2=CC=C(C=C12)OCCC)C1=CC2=C(C=C1)OCO2)CC#N (3-(2-Carboxymethoxy-4-methoxyphenyl)-2-cyanomethyl-1-(3,4-methylenedioxyphenyl)-5-(prop-1-yloxy)indane). Yield: 87.7%. RXN SMILES: [C:1]([CH2:8][O:9][C:10]1[CH:15]=[C:14]([O:16][CH3:17])[CH:13]=[CH:12][C:11]=1[CH:18]1[C:26]2[C:21](=[CH:22][CH:23]=[C:24]([O:27][CH2:28][CH2:29][CH3:30])[CH:25]=2)[CH:20]([C:31]2[CH:36]=[CH:35][C:34]3[O:37][CH2:38][O:39][C:33]=3[CH:32]=2)[CH:19]1[CH2:40][C:41]#[N:42])([O:3]C(C)(C)C)=[O:2].C(O)(C(F)(F)F)=O>C(Cl)Cl>[C:1]([CH2:8][O:9][C:10]1[CH:15]=[C:14]([O:16][CH3:17])[CH:13]=[CH:12][C:11]=1[CH:18]1[C:26]2[C:21](=[CH:22][CH:23]=[C:24]([O:27][CH2:28][CH2:29][CH3:30])[CH:25]=2)[CH:20]([C:31]2[CH:36]=[CH:35][C:34]3[O:37][CH2:38][O:39][C:33]=3[CH:32]=2)[CH:19]1[CH2:40][C:41]#[N:42])([OH:3])=[O:2]. Procedure: 1RS,2RS,3RS)-3-(2-Carbo-t-butoxymethoxy-4-methoxyphenyl)-2-cyanomethyl-1-(3,4-methylenedioxyphenyl)-5-propoxyindane (240 mg, 0.42 mmol) was stirred in methylene chloride (3 ml) with TFA (0.8 ml) under argon at room temperature for 1 h then partitioned between EtOAc and 3N HCl. The organic extract was washed with H2O then brine, dried (Na2SO4) and solvent removed in vacuo to afford the product as an oil (190 mg, 88%).